This data is from the Open Reaction Database (ORD), a public repository of structured organic reaction records. The task is: describe an organic reaction: reactants, conditions, products, and yield The reactants are [OH-].[Na+] (sodium hydroxide), COC1=CC=C(C=C1)CC#N (p-methoxyphenylacetonitrile), C1CCC2C(C1)OCCOCCOC3CCCCC3OCCOCCO2 (dicyclohexyl-18-crown-6), BrC(C)C (2-bromopropane), nitrile. Run in C1=CC=CC=C1 (benzene). Conditions: temperature 45 celsius, time 4 day. The product is C(C)(C)C(C#N)C1=CC=C(C=C1)OC (α-Isopropyl-4-methoxyphenylacetonitrile). As a reaction SMILES: [OH-].[Na+].[CH3:3][O:4][C:5]1[CH:10]=[CH:9][C:8]([CH2:11][C:12]#[N:13])=[CH:7][CH:6]=1.[CH2:14]1[CH2:19]C2OCCOCCOC3C(OCCOCCOC2C[CH2:15]1)CCCC3.BrC(C)C>C1C=CC=CC=1>[CH:14]([CH:11]([C:8]1[CH:9]=[CH:10][C:5]([O:4][CH3:3])=[CH:6][CH:7]=1)[C:12]#[N:13])([CH3:19])[CH3:15] |f:0.1|. Procedure: A solution of sodium hydroxide (50%, 300 ml) is added to a solution of p-methoxyphenylacetonitrile (147 g, 1 mol), dicyclohexyl-18-crown-6 (18.63 g, 5 mol %), 2-bromopropane (320 g, 2.6 mol) and benzene (300 ml). The reaction mixture is heated to 45° C. and held for 4 days. The organic phase is separated, washed well with water (3×200 ml), dilute hydrochloric acid (1×200 ml), water (2×200 ml) and evaporated to an oil. Vacuum distillation gives the product (175.6 g, 81% real): boiling point 96° C... Starting materials: C(=O)(Cl)Cl (Phosgene), C[Se]C1=C(C=CC=C1)S(=O)(=O)N (2-(methylselenyl)benzenesulfonamide), C(CCC)N=C=O (n-butyl isocyanate), 1,4-diaza[2.2.2]bicyclooctane. Solvent: xylenes. Product: C[Se]C1=C(C=CC=C1)S(=O)(=O)N=C=O (2-(methylselenyl)benzenesulfonyl isocyanate). Isolated yield 127.5%. Reaction SMILES: [CH3:1][Se:2][C:3]1[CH:8]=[CH:7][CH:6]=[CH:5][C:4]=1[S:9]([NH2:12])(=[O:11])=[O:10].C(N=[C:18]=[O:19])CCC.C(Cl)(Cl)=O>>[CH3:1][Se:2][C:3]1[CH:8]=[CH:7][CH:6]=[CH:5][C:4]=1[S:9]([N:12]=[C:18]=[O:19])(=[O:11])=[O:10]. Procedure details: A solution of 2-(methylselenyl)benzenesulfonamide (6.25 g, 25.0 mmol), n-butyl isocyanate (2.81 mL, 25.0 mmol), and 1,4-diaza[2.2.2]bicyclooctane (0.1 g, 1 mmol) in mixed xylenes was heated at reflux for 0.5 hours. Phosgene was then added at such a rate that the internal temperature stayed at 133° C. or above. When consumption of phosgene ceased, the solution was cooled to room temperature and then filtered under nitrogen. Rotary evaporation gave 2-(methylselenyl)benzenesulfonyl isocyanate as a ... Starting materials: 3-Cyclopentanesulfanyl-4-nitrotoluene, C1(CCCC1)S(=O)C=1C=C(C=CC1[N+](=O)[O-])C (3-Cyclopentanesulfinyl-4-nitrotoluene), C1(CCCC1)S(=O)C1=C(N)C=CC(=C1)C (2-cyclopentanesulfinyl-4-methyl-aniline), NC=1SC=CN1 (2-aminothiazole), C1(CCCC1)S(=O)C=1C=C(C=CC1[N+](=O)[O-])C (3-cyclopentanesulfinyl-4-nitrotoluene), C1=CC(=CC(=C1)Cl)C(=O)OO (m-CPBA), C1(CCCC1)S(=O)C1=C(N)C=CC(=C1)C (2-cyclopentanesulfinyl-4-methyl-aniline). Yields the product C1(CCCC1)S(=O)C1=C(C=CC(=C1)C)NC(=O)NC=1SC=CN1 (1-(2-Cyclopentanesulfinyl-4-methyl-phenyl)-3-thiazol-2-yl-urea). The yield is 65.0%. As a reaction SMILES: [CH:1]1([S:6]([C:8]2[CH:9]=[C:10]([CH3:17])[CH:11]=[CH:12][C:13]=2[N+:14]([O-])=O)=[O:7])[CH2:5][CH2:4][CH2:3][CH2:2]1.C1C=C(Cl)C=C([C:25]([O:27]O)=O)C=1.C1(S(C2C=C(C)C=CC=2N)=O)CCCC1.[NH2:44][C:45]1[S:46][CH:47]=[CH:48][N:49]=1>>[CH:1]1([S:6]([C:8]2[CH:9]=[C:10]([CH3:17])[CH:11]=[CH:12][C:13]=2[NH:14][C:25]([NH:44][C:45]2[S:46][CH:47]=[CH:48][N:49]=2)=[O:27])=[O:7])[CH2:5][CH2:4][CH2:3][CH2:2]1. Reported procedure: 3-Cyclopentanesulfanyl-4-nitrotoluene (0.47 g, 2.0 mmol) was oxidized to 3-cyclopentanesulfinyl-4-nitrotoluene (0.46 g, 91%) following general procedure R (using one equivalent of m-CPBA). 3-Cyclopentanesulfinyl-4-nitrotoluene was reduced to 2-cyclopentanesulfinyl-4-methyl-aniline (0.33 g, 81%) following general procedure C. 1-(2-Cyclopentanesulfinyl-4-methyl-phenyl)-3-thiazol-2-yl-urea (225 mg, 65%) was prepared from 2-cyclopentanesulfinyl-4-methyl-aniline (223 mg, 1.0 mmol) and 2-aminothiazole... Starting materials: ClC(=O)OC(C)C (isopropyl chloroformate), NC1=C(C=C2CCCC2=C1)C(=O)OC (methyl 6-aminoindane-5-carboxylate), NC1=C(C=2CCCC2C=C1)C(=O)OC (methyl 5-aminoindane-4-carboxylate), N1=CC=CC=C1 (pyridine), Cl (HCl). Run in C(Cl)Cl (CH2Cl2). Run at time 16 hour. Yields the product C(C)(C)OC(=O)NC1=C(C=C2CCCC2=C1)C(=O)OC (methyl 6-[(isopropoxycarbonyl)amino]indane-5-carboxylate). Reaction SMILES: [NH2:1][C:2]1[CH:10]=[C:9]2[C:5]([CH2:6][CH2:7][CH2:8]2)=[CH:4][C:3]=1[C:11]([O:13][CH3:14])=[O:12].NC1C=CC2CCCC=2C=1C(OC)=O.N1C=CC=CC=1.Cl[C:36]([O:38][CH:39]([CH3:41])[CH3:40])=[O:37].Cl>C(Cl)Cl>[CH:39]([O:38][C:36]([NH:1][C:2]1[CH:10]=[C:9]2[C:5]([CH2:6][CH2:7][CH2:8]2)=[CH:4][C:3]=1[C:11]([O:13][CH3:14])=[O:12])=[O:37])([CH3:41])[CH3:40]. Reported procedure: To a solution of a mixture of methyl 6-aminoindane-5-carboxylate and methyl 5-aminoindane-4-carboxylate (760 mg, 3.98 mmol), and pyridine (805 uL, 9.95 mmol) in CH2Cl2 (8 mL) at 0° C. under N2 was added isopropyl chloroformate (1 M in toluene) (3.98 mL, 3.98 mmol). The resulting mixture was stirred at room temperature for 16 h. 1M HCl was added to the reaction mixture and the organic layer was separated. The aqueous layer was extracted with CH2Cl2 (2×). The combined organic layers were dried (Na... The reactants are CSC=1C2=C(N=CN1)SC(=C2)C=NC (N-[4-(methylthio)thieno[2,3-d]pyrimidin-6-ylmethylidene]methanamine), CC1=CC=C(C=C1)S(=O)(=O)C([N+]#[C-])C1=CC(=CC=C1)Br ((3-bromophenyl)(isocyano)methyl 4-methylphenyl sulfone), CC1=CC=C(C=C1)S(=O)(=O)C([N+]#[C-])C1=CC(=CC=C1)Br ((3-bromophenyl)(isocyano)methyl 4-methylphenyl sulfone), CSC=1C2=C(N=CN1)SC(=C2)C=NC (N-[4-(methylthio)thieno[2,3-d]pyrimidin-6-ylmethylidene]methanamine), COC=1C=C(CN=CC2=CC3=C(N=CN=C3)S2)C=CC1OC (N-(3,4Dimethoxybenzyl)-N-[thieno[2,3-d]pyrimidin-6-ylmethylidene]amine), Foam. Product: BrC=1C=C(C=CC1)C=1N=CN(C1C1=CC2=C(N=CN=C2SC)S1)C (6-[4-(3-Bromophenyl)-1-methyl-1H-imidazol-5-yl]-4-(methylthio)thieno[2,3-d]pyrimidine). Reaction SMILES: [CH3:1][S:2][C:3]1[C:4]2[CH:11]=[C:10]([CH:12]=[N:13][CH3:14])[S:9][C:5]=2[N:6]=[CH:7][N:8]=1.COC1C=C(C=CC=1OC)CN=CC1SC2N=CN=CC=2C=1.CC1C=CC(S([CH:47]([C:50]2[CH:55]=[CH:54][CH:53]=[C:52]([Br:56])[CH:51]=2)[N+:48]#[C-:49])(=O)=O)=CC=1>>[Br:56][C:52]1[CH:51]=[C:50]([C:47]2[N:48]=[CH:49][N:13]([CH3:14])[C:12]=2[C:10]2[S:9][C:5]3[N:6]=[CH:7][N:8]=[C:3]([S:2][CH3:1])[C:4]=3[CH:11]=2)[CH:55]=[CH:54][CH:53]=1. Procedure: The title compound was prepared by a similar process to that described for Example 6 but using N-[4-(methylthio)thieno[2,3-d]pyrimidin-6-ylmethylidene]methanamine (Intermediate 16) in place of N-(3,4Dimethoxybenzyl)-N-[thieno[2,3-d]pyrimidin-6-ylmethylidene]amine (intermediate 14) and using ((3-bromophenyl)(isocyano)methyl 4-methylphenyl sulfone (Intermediate 57) in place of PhTosMIC. Foam (1.9 g, 91%); Reactants: CC1CCCN1CCc1nc2cc(Br)ccc2[nH]1, N#Cc1ccc(B(O)O)cc1, O=C([O-])[O-], COCCOC, [Na+], [Na+], O. Product: CC1CCCN1CCc1nc2cc(-c3ccc(C#N)cc3)ccc2[nH]1. Reaction SMILES: [Br:1][c:2]1[cH:3][c:4]2[c:5]([nH:6][c:7]([CH2:9][CH2:10][N:11]3[CH:12]([CH3:16])[CH2:13][CH2:14][CH2:15]3)[n:8]2)[cH:17][cH:18]1.[C:19](#[N:20])[c:21]1[cH:22][cH:23][c:24]([B:27]([OH:28])[OH:29])[cH:25][cH:26]1.[C:30](=[O:31])([O-:32])[O-:33].[CH3:36][O:37][CH2:38][CH2:39][O:40][CH3:41].[Na+:34].[Na+:35].[OH2:42]>>[c:2]1(-[c:24]2[cH:23][cH:22][c:21]([C:19]#[N:20])[cH:26][cH:25]2)[cH:3][c:4]2[c:5]([nH:6][c:7]([CH2:9][CH2:10][N:11]3[CH:12]([CH3:16])[CH2:13][CH2:14][CH2:15]3)[n:8]2)[cH:17][cH:18]1. The reactants are O (water), [H-].[Na+] (NaH), BrCCC (1-bromo-propane), COC=1C=C(C=CC1)CC#N (3-methoxy-phenyl-acetonitrile). Solvent: CN(C)C=O (DMF). Product: petrolatum ethyl ether, COC=1C=C(C=CC1)C(C#N)CCC (2-(3-Methoxy-phenyl)-pentan-nitrile). Yield: 74.0%. Reaction SMILES: [H-].[Na+].Br[CH2:4][CH2:5][CH3:6].[CH3:7][O:8][C:9]1[CH:10]=[C:11]([CH2:15][C:16]#[N:17])[CH:12]=[CH:13][CH:14]=1.O>CN(C=O)C>[CH3:7][O:8][C:9]1[CH:10]=[C:11]([CH:15]([CH2:4][CH2:5][CH3:6])[C:16]#[N:17])[CH:12]=[CH:13][CH:14]=1 |f:0.1|. Procedure details: NaH (55-65%, 1.44 g, 36 mmoles) and, after 30 minutes under stirring, 1-bromo-propane (4.46 g, 36 mmoles) were added to a solution of 3-methoxy-phenyl-acetonitrile (4.4 g, 30 mmoles) in anhydrous DMF (30 ml) under N2 at room temperature. After 1.5 hours the mixture was poured into water (200 ml), extracted 3 times with ethyl ether, anhydrified and brought to dryness to give a residue which was chromatographed (eluent: petrolatum, then petrolatum/ethyl ether 95:5) to give 4.2 g of the title compo... The reactants are C(C1=CC=CC=C1)C1=CN=C(O1)NC1=CC=CC=2CC=C(CC12)OCC (5-benzyl-N-(7-ethoxy-5,8-dihydronaphthalen-1-yl)-1,3-oxazol-2-amine), C(C)OC1=CCC=2C=CC=C(C2C1)NC=1OC(=CN1)C1=CC=C(C=C1)C(F)(F)F (N-(7-ethoxy-5,8-dihydronaphthalen-1-yl)-5-[4-(trifluoromethyl)phenyl]-1,3-oxazol-2-amine). Yields the product C(C1=CC=CC=C1)C1=CN=C(O1)NC=1C=CC=C2CCC(CC12)=O (8-[(5-benzyl-1,3-oxazol-2-yl)amino]-3,4-dihydronaphthalen-2(1H)-one). Reaction SMILES: [CH2:1]([C:8]1[O:12][C:11]([NH:13][C:14]2[C:23]3[CH2:22][C:21]([O:24]CC)=[CH:20][CH2:19][C:18]=3[CH:17]=[CH:16][CH:15]=2)=[N:10][CH:9]=1)[C:2]1[CH:7]=[CH:6][CH:5]=[CH:4][CH:3]=1.C(OC1CC2C(NC3OC(C4C=CC(C(F)(F)F)=CC=4)=CN=3)=CC=CC=2CC=1)C>>[CH2:1]([C:8]1[O:12][C:11]([NH:13][C:14]2[CH:15]=[CH:16][CH:17]=[C:18]3[C:23]=2[CH2:22][C:21](=[O:24])[CH2:20][CH2:19]3)=[N:10][CH:9]=1)[C:2]1[CH:3]=[CH:4][CH:5]=[CH:6][CH:7]=1. Procedure details: The title compound was prepared using the procedure as described in Example 1I, substituting the product of Example 16C for the product of Example 1H. Reactants: CC(C)(O)CCCc1cccc(Br)c1, O, O=S(=O)(O)O. Yields the product CC1(C)CCCc2cc(Br)ccc21. Reaction SMILES: [Br:1][c:2]1[cH:3][c:4]([CH2:8][CH2:9][CH2:10][C:11]([CH3:12])([OH:13])[CH3:14])[cH:5][cH:6][cH:7]1.[OH2:20].[S:15](=[O:16])(=[O:17])([OH:18])[OH:19]>>[Br:1][c:2]1[cH:3][c:4]2[c:5]([cH:6][cH:7]1)[C:11]([CH3:12])([CH3:14])[CH2:10][CH2:9][CH2:8]2. The reactants are C=C(C)C(=O)Cl, ClC(Cl)Cl, CC(C)=C1C(=O)N(c2ccc(N)cc2)C(=O)C1=C(C)c1cc(C)oc1C, c1ccncc1. Yields the product C=C(C)C(=O)Nc1ccc(N2C(=O)C(=C(C)C)C(=C(C)c3cc(C)oc3C)C2=O)cc1. Reaction SMILES: [C:27]([C:28](=[CH2:29])[CH3:30])(=[O:31])[Cl:32].[CH:33]([Cl:34])([Cl:35])[Cl:36].[NH2:1][c:2]1[cH:3][cH:4][c:5]([N:8]2[C:9](=[O:26])[C:10](=[C:17]([CH3:18])[c:19]3[c:20]([CH3:25])[o:21][c:22]([CH3:24])[cH:23]3)[C:11](=[C:14]([CH3:15])[CH3:16])[C:12]2=[O:13])[cH:6][cH:7]1.[cH:37]1[cH:38][cH:39][n:40][cH:41][cH:42]1>>[NH:1]([c:2]1[cH:3][cH:4][c:5]([N:8]2[C:9](=[O:26])[C:10](=[C:17]([CH3:18])[c:19]3[c:20]([CH3:25])[o:21][c:22]([CH3:24])[cH:23]3)[C:11](=[C:14]([CH3:15])[CH3:16])[C:12]2=[O:13])[cH:6][cH:7]1)[C:27]([C:28](=[CH2:29])[CH3:30])=[O:31].